Dataset: the Open Reaction Database (ORD), a public repository of structured organic reaction records. Task: describe an organic reaction: reactants, conditions, products, and yield Starting materials: [N+](=O)([O-])C1=CC=C(C=C1)O (4-nitrophenol), BrN1C(CCC1=O)=O (N-bromosuccinimide), ( 62 ). Yields the product BrC1=C(C=CC(=C1)[N+](=O)[O-])O (2-Bromo-4-nitrophenol). As a reaction SMILES: [N+:1]([C:4]1[CH:9]=[CH:8][C:7]([OH:10])=[CH:6][CH:5]=1)([O-:3])=[O:2].[Br:11]N1C(=O)CCC1=O>>[Br:11][C:8]1[CH:9]=[C:4]([N+:1]([O-:3])=[O:2])[CH:5]=[CH:6][C:7]=1[OH:10]. Procedure: 2-Bromo-4-nitrophenol was prepared by reaction of 4-nitrophenol and N-bromosuccinimide. The experimental method of preparation was described by T. Oberhouser in J. Org. Chem. 1997 (62), page 4504. Starting materials: C(C)N1C=C(C(C2=CC(=C(C=C12)N1CC(N(CC1)C)C1=CN(C=C1)S(=O)(=O)C1=CC=CC=C1)F)=O)C(=O)O (1-ethyl-6-fluoro-1,4-dihydro-7-[4-methyl-3-[1-(phenylsulfonyl)-1H-pyrrol-3-yl]-1-piperazinyl]-4-oxo-3-quinolinecarboxylic acid), [OH-].[Na+] (sodium hydroxide). Solvent: O1CCOCC1 (dioxane). The product is C(C)N1C=C(C(C2=CC(=C(C=C12)N1CC(N(CC1)C)C1=CNC=C1)F)=O)C(=O)O (1-Ethyl-6-fluoro-1,4-dihydro-7-[4-methyl-3-(1H-pyrrol-3-yl)-1-piperazinyl]-4-oxo-3-quinolinecarboxylic acid). Yield: 72.9%. Reaction SMILES: [CH2:1]([N:3]1[C:12]2[C:7](=[CH:8][C:9]([F:34])=[C:10]([N:13]3[CH2:18][CH2:17][N:16]([CH3:19])[CH:15]([C:20]4[CH:24]=[CH:23][N:22](S(C5C=CC=CC=5)(=O)=O)[CH:21]=4)[CH2:14]3)[CH:11]=2)[C:6](=[O:35])[C:5]([C:36]([OH:38])=[O:37])=[CH:4]1)[CH3:2].[OH-].[Na+]>O1CCOCC1>[CH2:1]([N:3]1[C:12]2[C:7](=[CH:8][C:9]([F:34])=[C:10]([N:13]3[CH2:18][CH2:17][N:16]([CH3:19])[CH:15]([C:20]4[CH:24]=[CH:23][NH:22][CH:21]=4)[CH2:14]3)[CH:11]=2)[C:6](=[O:35])[C:5]([C:36]([OH:38])=[O:37])=[CH:4]1)[CH3:2] |f:1.2|. Procedure: A mixture of 538 mg of 1-ethyl-6-fluoro-1,4-dihydro-7-[4-methyl-3-[1-(phenylsulfonyl)-1H-pyrrol-3-yl]-1-piperazinyl]-4-oxo-3-quinolinecarboxylic acid, 5 ml of 1N sodium hydroxide and 15 ml of dioxane was reacted as described in Example 56, giving 290 mg of the desired product, mp 150°-152° C. Starting materials: ClC1=C(C=CC(=O)[O-])C=C(C(=C1)OCOCCOC)OCOCCOC (2-chloro-4,5-bis-[(2-methoxyethoxy)-methoxy]-styryl-carboxylate), molar solution, [H-].C(C(C)C)[Al+]CC(C)C (diisobutyl-aluminum hydride). Solvent: CCCCCC (hexane). Yields the product ClC1=C(C=C)C=C(C(=C1)OCOCCOC)OCOCCOC (2-chloro-4,5-bis-[(2-methoxyethoxy)-methoxy]-styrol). Isolated yield 34.2%. As a reaction SMILES: [Cl:1][C:2]1[CH:12]=[C:11]([O:13][CH2:14][O:15][CH2:16][CH2:17][O:18][CH3:19])[C:10]([O:20][CH2:21][O:22][CH2:23][CH2:24][O:25][CH3:26])=[CH:9][C:3]=1[CH:4]=[CH:5]C([O-])=O.[H-].C([Al+]CC(C)C)C(C)C>CCCCCC>[Cl:1][C:2]1[CH:12]=[C:11]([O:13][CH2:14][O:15][CH2:16][CH2:17][O:18][CH3:19])[C:10]([O:20][CH2:21][O:22][CH2:23][CH2:24][O:25][CH3:26])=[CH:9][C:3]=1[CH:4]=[CH2:5] |f:1.2|. Procedure: Using the procedure of Stage C of Example 40, 60.8 g of the ester of Stage C and 293 ml of a molar solution of diisobutyl-aluminum hydride in hexane were reacted to obtain 18.5 g of the expected product. Starting materials: C(C#C)O (propargyl alcohol), BrCCCCC=C (1-bromo-5-hexene), [Ar].N (argon ammonia), [Li] (lithium), [Li] (lithium), [Cl-].[NH4+] (ammonium chloride). Run in O1CCCC1 (tetrahydrofuran), O1CCCC1 (tetrahydrofuran). Product: C(\C=C\CCCCC=C)O (E-nona-2,8-diene-1-ol). Yield: 77.2%. Reaction SMILES: [Ar].N.[Li].[CH2:4]([OH:7])[C:5]#[CH:6].Br[CH2:9][CH2:10][CH2:11][CH2:12][CH:13]=[CH2:14].[Cl-].[NH4+]>O1CCCC1>[CH2:4]([OH:7])/[CH:5]=[CH:6]/[CH2:14][CH2:13][CH2:12][CH2:11][CH:10]=[CH2:9] |f:0.1,5.6,^1:2|. Procedure details: 100 ml liquid ammonia and a catalytic amount of ferric nitrate (5 mg) are put into a 250 ml three-neck flask which is provided with an agitator, dry-ice condenser, dropping funnel with pressure compensation and with argon/ammonia flushing. 1.88 g (0.268M) lithium is added in portions to this mixture in such a manner that the blue color disappears between the additions. 7.21 g (7.49 ml, 0.129M) propargyl alcohol is added to the reaction mixture in 20 ml dry tetrahydrofuran during 25 minutes and t...